describe an organic reaction: reactants, conditions, products, and yield From a dataset of the Open Reaction Database (ORD), a public repository of structured organic reaction records. Starting materials: CCOCC, CCO, Clc1nc2ccccc2cc1-c1ccccc1, NC(N)=S. The product is S=c1[nH]c2ccccc2cc1-c1ccccc1. Reaction SMILES: [CH3:22][CH2:23][O:24][CH2:25][CH3:26].[CH3:27][CH2:28][OH:29].[Cl:1][c:2]1[n:3][c:4]2[cH:5][cH:6][cH:7][cH:8][c:9]2[cH:10][c:11]1-[c:12]1[cH:13][cH:14][cH:15][cH:16][cH:17]1.[NH2:18][C:19]([NH2:20])=[S:21]>>[c:2]1(=[S:21])[nH:3][c:4]2[cH:5][cH:6][cH:7][cH:8][c:9]2[cH:10][c:11]1-[c:12]1[cH:13][cH:14][cH:15][cH:16][cH:17]1. The reactants are N(=[N+]=[N-])[C@H]1C[C@@H](O[C@@H]1CO)N1C(=O)NC(=O)C=C1 (3'-azido-2',3'-dideoxyuridine), C(C)(=O)OC(C)=O (acetic anhydride), BrBr (bromine). Run in C(C)(=O)O (acetic acid). Run at temperature 25 celsius. The product is N(=[N+]=[N-])[C@H]1C[C@@H](O[C@@H]1COC(C)=O)N1C(=O)NC(=O)C(=C1)Br (3'-azido-5'-O-acetyl-2',3'-dideoxy-5-bromouridine). As a reaction SMILES: [N:1]([C@@H:4]1[C@@H:8]([CH2:9][OH:10])[O:7][C@@H:6]([N:11]2[CH:18]=[CH:17][C:15](=[O:16])[NH:14][C:12]2=[O:13])[CH2:5]1)=[N+:2]=[N-:3].[Br:19]Br.[C:21]([O:24]C(=O)C)(=O)[CH3:22]>C(O)(=O)C>[N:1]([C@@H:4]1[C@@H:8]([CH2:9][O:10][C:21](=[O:24])[CH3:22])[O:7][C@@H:6]([N:11]2[CH:18]=[C:17]([Br:19])[C:15](=[O:16])[NH:14][C:12]2=[O:13])[CH2:5]1)=[N+:2]=[N-:3]. Procedure: A suspension of 3'-azido-2',3'-dideoxyuridine (1.0 g, 3.95 mmol) in 25 ml of acetic anhydride was heated until dissolution occurred (oil bath temperature of approximately 100° C. used). A solution of bromine (0.7 g, 4.35 mmol) in 3 ml of glacial acetic acid was added to the above solution with cooling, to maintain a temperature of 25° C. After being maintained overnight in the cold (4 C.), the solution was evaporated to dryness under reduced pressure (vacuum pump utilized) to yield 3'-azido-5'-O... The reactants are [H][H] (hydrogen), C(C)(=O)O (acetic acid), CS(=O)(=O)O.C(C1=CC=CC=C1)OC(=O)NC[C@@H]1CC[C@H](CC1)C(=O)OC1=CC=C(C=C1)C=CC(N)=N (4-(β-amidinoethenyl)phenyl trans-4-benzyloxycarbonylaminomethylcyclohexanecarboxylate methanesulfonate). The solvent is C(C)OCC (ethyl ether). Run at time 1 hour. The product is NC[C@@H]1CC[C@H](CC1)C(=O)OC1=CC=C(C=C1)C=CC(N)=N (4-(β-amidinoethenyl)phenyl trans-4-aminomethylcyclohexanecarboxylate). Isolated yield 71.9%. RXN SMILES: [H][H].C(O)(=O)C.CS(O)(=O)=O.C(OC([NH:22][CH2:23][C@H:24]1[CH2:29][CH2:28][C@H:27]([C:30]([O:32][C:33]2[CH:38]=[CH:37][C:36]([CH:39]=[CH:40][C:41](=[NH:43])[NH2:42])=[CH:35][CH:34]=2)=[O:31])[CH2:26][CH2:25]1)=O)C1C=CC=CC=1>C(OCC)C>[NH2:22][CH2:23][C@H:24]1[CH2:29][CH2:28][C@H:27]([C:30]([O:32][C:33]2[CH:34]=[CH:35][C:36]([CH:39]=[CH:40][C:41](=[NH:42])[NH2:43])=[CH:37][CH:38]=2)=[O:31])[CH2:26][CH2:25]1 |f:2.3|. Procedure: To a mixture of 9 ml of a 30% hydrogen bromideacetic acid mixture and 18 ml of glacial acetic acid, was added 2.7 g of 4-(β-amidinoethenyl)phenyl trans-4-benzyloxycarbonylaminomethylcyclohexanecarboxylate methanesulfonate. After stirring the mixture for one hour at room temperature, anhydrous ethyl ether was added to wash out a white solid substance. The solid substance was recrystallized from ethanol to obtain 1.1 g of a white powder of 4-(β-amidinoethenyl)phenyl trans-4-aminomethylcyclohexane ... Procedure details: TBAF (1 M in THF, 850 μL, 0.85 mmol, 3 eq.) was added drop-wise into a solution of 1-(2-{4-[2,8-Bis-(tert-butyl-dimethyl-silyloxy)-5,11-dihydro-chromeno[4,3-c]chromen-5-yl]-phenoxy}-ethyl)-piperidine (200 mg, 0.285 mmol) in THF (10 mL) at −10° C. The reaction mixture was stirred for 15 minutes. To the reaction mixture was then added 2,2-dimethylpropionic acid chloride (714 μL, 0.285 mmol, 1 eq). The reaction mixture was diluted with ethyl acetate and washed with 5% sodium bicarbonate and then wi... The product is OC=1C=CC2=C(C1)OCC1=C2C(OC=2C=C(C=CC12)OC(C(C)(C)C)=O)C1=CC=C(C=C1)OCCN1CCCCC1 (2,2-Dimethyl-propionic acid 8-hydroxy-11-[4-(2-piperidin-1-yl-ethoxy)-phenyl]-5,11-dihydro-chromeno[4,3-c]chromen-2-yl ester). Reaction SMILES: CCCC[N+:5]([CH2:14][CH2:15]CC)([CH2:10][CH2:11][CH2:12][CH3:13])[CH2:6]CCC.[F-].C([Si](C)(C)[O:24][C:25]1[CH:26]=[CH:27][C:28]2[C:29]3[CH:42]([C:43]4[CH:57]=[CH:56][C:46]([O:47]CCN5CCCCC5)=[CH:45][CH:44]=4)[O:41][C:40]4[CH:39]=[C:38]([O:58][Si](C(C)(C)C)(C)C)[CH:37]=[CH:36][C:35]=4[C:30]=3[CH2:31][O:32][C:33]=2[CH:34]=1)(C)(C)C.[CH3:68][C:69]([CH3:74])([CH3:73])[C:70](Cl)=[O:71]>C1COCC1.C(OCC)(=O)C>[OH:24][C:25]1[CH:26]=[CH:27][C:28]2[C:29]3[CH:42]([C:43]4[CH:44]=[CH:45][C:46]([O:47][CH2:15][CH2:14][N:5]5[CH2:6][CH2:13][CH2:12][CH2:11][CH2:10]5)=[CH:56][CH:57]=4)[O:41][C:40]4[CH:39]=[C:38]([O:58][C:70](=[O:71])[C:69]([CH3:74])([CH3:73])[CH3:68])[CH:37]=[CH:36][C:35]=4[C:30]=3[CH2:31][O:32][C:33]=2[CH:34]=1 |f:0.1|. Reaction conditions: time 15 minute. The solvent is C(C)(=O)OCC (ethyl acetate), C1CCOC1 (THF). Reactants: CCCC[N+](CCCC)(CCCC)CCCC.[F-] (TBAF), C(C)(C)(C)[Si](OC=1C=CC=2C3=C(COC2C1)C=1C=CC(=CC1OC3C3=CC=C(OCCN1CCCCC1)C=C3)O[Si](C)(C)C(C)(C)C)(C)C (1-(2-{4-[2,8-Bis-(tert-butyl-dimethyl-silyloxy)-5,11-dihydro-chromeno[4,3-c]chromen-5-yl]-phenoxy}-ethyl)-piperidine), CC(C(=O)Cl)(C)C (2,2-dimethylpropionic acid chloride). The reactants are solution, O=P12OP3(=O)OP(=O)(O1)OP(=O)(O2)O3 (P2O5), COC1=C(C(=CC=C1)OC)OC (1,2,3-Trimethoxybenzene), OC1=C(C(=O)O)C=C(C(=C1OC)OC)OC (2-hydroxy-3,4,5-trimethoxybenzoic acid). Solvent: CS(=O)(=O)O (methanesulfonic acid). Yields the product OC1=C(C(=O)O)C=C(C(=C1OC)OC)OC (2-hydroxy-3,4,5-trimethoxybenzoic acid), COC=1C=C(C(=O)O)C=C(C1OC)OC (3,4,5-trimethoxybenzoic acid). RXN SMILES: COC1C=CC=C(OC)C=1OC.[OH:13][C:14]1[C:22]([O:23][CH3:24])=[C:21]([O:25][CH3:26])[C:20]([O:27][CH3:28])=[CH:19][C:15]=1[C:16]([OH:18])=[O:17].O=P12OP3(OP(OP(O3)(O1)=O)(=O)O2)=O>CS(O)(=O)=O>[OH:13][C:14]1[C:22]([O:23][CH3:24])=[C:21]([O:25][CH3:26])[C:20]([O:27][CH3:28])=[CH:19][C:15]=1[C:16]([OH:18])=[O:17].[CH3:28][O:27][C:20]1[CH:19]=[C:15]([CH:14]=[C:22]([O:23][CH3:24])[C:21]=1[O:25][CH3:26])[C:16]([OH:18])=[O:17]. Reported procedure: A mixture of 1,2,3-Trimethoxybenzene (1.48 g) and 2-hydroxy-3,4,5-trimethoxybenzoic acid (2.00 g) is stirred in 40 ml of ≈9% solution of P2O5 in methanesulfonic acid at room temperature in a stoppered flask for 4 hours. The 2-hydroxy-3,4,5-trimethoxybenzoic acid was obtained by the method of Mayer and Fikentscher (Mayer and Fikentscher (1956) Chem. Ber. 89:511) from 3,4,5-trimethoxybenzoic acid by bromination and then copper-catalyzed replacement of bromine (by OH) of 2-bromo-3,4,5-trimethoxyben... The reactants are N#N.COC1=C2C=CC=C(C2=CC=C1)S(=O)(=O)N[C@@H](CCCNC(N)=N)C(=O)O (N2 (5-methoxy-1-naphthalenesulfonyl)-L-arginine), S(=O)(Cl)Cl (thionyl chloride), C(C)OCC (diethyl ether). Reaction conditions: time 2 hour. The product is N#N.Cl.COC1=C2C=CC=C(C2=CC=C1)S(=O)(=O)N[C@@H](CCCNC(N)=N)C(=O)Cl (N2 (5-methoxy-1-naphthalenesulfonyl)-L-arginyl chloride hydrochloride). RXN SMILES: [N:1]#[N:2].[CH3:3][O:4][C:5]1[CH:14]=[CH:13][CH:12]=[C:11]2[C:6]=1[CH:7]=[CH:8][CH:9]=[C:10]2[S:15]([NH:18][C@H:19]([C:27]([OH:29])=O)[CH2:20][CH2:21][CH2:22][NH:23][C:24](=[NH:26])[NH2:25])(=[O:17])=[O:16].C(OCC)C.S(Cl)([Cl:37])=O>>[N:1]#[N:2].[ClH:37].[CH3:3][O:4][C:5]1[CH:14]=[CH:13][CH:12]=[C:11]2[C:6]=1[CH:7]=[CH:8][CH:9]=[C:10]2[S:15]([NH:18][C@H:19]([C:27]([Cl:37])=[O:29])[CH2:20][CH2:21][CH2:22][NH:23][C:24](=[NH:26])[NH2:25])(=[O:17])=[O:16] |f:0.1,4.5.6|. Procedure: A suspension of 2.00 g of N2 -(5-methoxy-1-naphthalenesulfonyl)-L-arginine in 20 ml of thionyl chloride was stirred for 2 hours at room temperature. Addition of cold dry diethyl ether resulted in a precipitate which was collected by filtration and washed several times with dry diethyl ether to give N2 -(5-methoxy-1-naphthalenesulfonyl)-L-arginyl chloride hydrochloride. The reactants are CCOC(=O)C=Cc1ccc(OCCc2nc(-c3ccccc3)oc2C)cc1O, [H][H]. The product is CCOC(=O)CCc1ccc(OCCc2nc(-c3ccccc3)oc2C)cc1O. RXN SMILES: [CH2:1]([CH3:2])[O:3][C:4]([CH:5]=[CH:6][c:7]1[c:8]([OH:28])[cH:9][c:10]([O:13][CH2:14][CH2:15][c:16]2[n:17][c:18](-[c:22]3[cH:23][cH:24][cH:25][cH:26][cH:27]3)[o:19][c:20]2[CH3:21])[cH:11][cH:12]1)=[O:29].[H:30][H:31]>>[CH2:1]([CH3:2])[O:3][C:4]([CH2:5][CH2:6][c:7]1[c:8]([OH:28])[cH:9][c:10]([O:13][CH2:14][CH2:15][c:16]2[n:17][c:18](-[c:22]3[cH:23][cH:24][cH:25][cH:26][cH:27]3)[o:19][c:20]2[CH3:21])[cH:11][cH:12]1)=[O:29]. The reactants are C(CC1=CC=CC=C1)NC(=O)[C@@H]1CC[C@H]2N1C([C@H](C\C=C/C2)NC([C@H](C)N(C)C)=O)=O ((Z)-(3S,6S,10aR)-6-((S)-2-Dimethylamino-propionylamino)-5-oxo-1,2,3,5,6,7,10,10a-octahydro-pyrrolo[1,2-a]azocine-3-carboxylic acid phenethyl-amide), trifluoroacetatic acid, C1(=CC=CC=C1)C (Toluene). Run in ClCCl (dichloromethane). Yields the product C(CC1=CC=CC=C1)NC(=O)[C@@H]1CC[C@H]2N1C([C@H](C\C=C/C2)NC([C@H](C)NC)=O)=O ((Z)-(3S,6S,10aR)-6-((S)-2-Methylamino-propionylamino)-5-oxo-1,2,3,5,6,7,10,10a-octahydro-pyrrolo[1,2-a]azocine-3-carboxylic acid phenethyl-amide). As a reaction SMILES: [CH2:1]([NH:9][C:10]([C@H:12]1[N:16]2[C:17](=[O:31])[C@@H:18]([NH:23][C:24](=[O:30])[C@@H:25]([N:27](C)[CH3:28])[CH3:26])[CH2:19][CH:20]=[CH:21][CH2:22][C@H:15]2[CH2:14][CH2:13]1)=[O:11])[CH2:2][C:3]1[CH:8]=[CH:7][CH:6]=[CH:5][CH:4]=1.C1(C)C=CC=CC=1>ClCCl>[CH2:1]([NH:9][C:10]([C@H:12]1[N:16]2[C:17](=[O:31])[C@@H:18]([NH:23][C:24](=[O:30])[C@@H:25]([NH:27][CH3:28])[CH3:26])[CH2:19][CH:20]=[CH:21][CH2:22][C@H:15]2[CH2:14][CH2:13]1)=[O:11])[CH2:2][C:3]1[CH:8]=[CH:7][CH:6]=[CH:5][CH:4]=1. Procedure: Product 11I is reconstituted in 20% trifluoroacetatic acid in dichloromethane (50 mL). Stirring until reaction complete by HPLC. Toluene is added and concentrated to an amber oil. The product is dissolved in dichloromethane and washed with saturated bicarb followed by drying over anhydrous magnesium sulfate, filtering and concentrating. HPLC purification to yield 12. LCMS characterization ES+413.1 (m+1).